Dataset: the Open Reaction Database (ORD), a public repository of structured organic reaction records. Task: describe an organic reaction: reactants, conditions, products, and yield Starting materials: C(C)(=O)OC1CC(C1)C(NC1=NC=CC(=C1)OC=1C=NC(=CC1)NC(=O)C=1C(N(N(C1C)C)C1=CC=CC=C1)=O)=O (3-((4-((6-(1,5-dimethyl-3-oxo-2-phenyl-2,3-dihydro-1H-pyrazole-4-carboxamido)pyridin-3-yl)oxy)pyridin-2-yl)carbamoyl)cyclobutyl acetate), [OH-].[Na+] (NaOH). The solvent is CO (MeOH). Reaction conditions: time 1 hour. The product is OC1CC(C1)C(=O)NC1=NC=CC(=C1)OC=1C=CC(=NC1)NC(=O)C=1C(N(N(C1C)C)C1=CC=CC=C1)=O (N-(5-((2-(3-hydroxycyclobutanecarboxamido)pyridin-4-yl)oxy)pyridin-2-yl)-1,5-dimethyl-3-oxo-2-phenyl-2,3-dihydro-1H-pyrazole-4-carboxamide). The yield is 45.9%. RXN SMILES: C([O:4][CH:5]1[CH2:8][CH:7]([C:9](=[O:41])[NH:10][C:11]2[CH:16]=[C:15]([O:17][C:18]3[CH:19]=[N:20][C:21]([NH:24][C:25]([C:27]4[C:28](=[O:40])[N:29]([C:34]5[CH:39]=[CH:38][CH:37]=[CH:36][CH:35]=5)[N:30]([CH3:33])[C:31]=4[CH3:32])=[O:26])=[CH:22][CH:23]=3)[CH:14]=[CH:13][N:12]=2)[CH2:6]1)(=O)C.[OH-].[Na+]>CO>[OH:4][CH:5]1[CH2:6][CH:7]([C:9]([NH:10][C:11]2[CH:16]=[C:15]([O:17][C:18]3[CH:23]=[CH:22][C:21]([NH:24][C:25]([C:27]4[C:28](=[O:40])[N:29]([C:34]5[CH:35]=[CH:36][CH:37]=[CH:38][CH:39]=5)[N:30]([CH3:33])[C:31]=4[CH3:32])=[O:26])=[N:20][CH:19]=3)[CH:14]=[CH:13][N:12]=2)=[O:41])[CH2:8]1 |f:1.2|. Procedure: A solution of 3-((4-((6-(1,5-dimethyl-3-oxo-2-phenyl-2,3-dihydro-1H-pyrazole-4-carboxamido)pyridin-3-yl)oxy)pyridin-2-yl)carbamoyl)cyclobutyl acetate (40 mg, 0.072 mmol) in MeOH (2.5 mL) was cooled to 0° C., then NaOH (6 mg, 0.144 mmol) was added to the mixture. The reaction was stirred at rt for 1 hour, then concentrated in vacuo. The residue was washed with water (5 mL) and ether (5 mL), then filtered to give the title compound as a white solid (17 mg, 42%). The reactants are C(#N)C=1C=CC(=NC1)NC(C1=CC(=C(C=C1)[N+](=O)[O-])[N+](=O)[O-])=O (N-(5-cyano-pyridin-2-yl)-3,4-dinitro-benzamide), C(C)(=O)O (acetic acid). The reagents and catalysts are [Fe] (iron). Run in C(C)O (ethanol). Product: NC=1C=C(C(=O)NC2=NC=C(C=C2)C#N)C=CC1N (3,4-Diamino-N-(5-cyano-pyridin-2-yl)-benzamide). RXN SMILES: [C:1]([C:3]1[CH:4]=[CH:5][C:6]([NH:9][C:10](=[O:23])[C:11]2[CH:16]=[CH:15][C:14]([N+:17]([O-])=O)=[C:13]([N+:20]([O-])=O)[CH:12]=2)=[N:7][CH:8]=1)#[N:2].C(O)(=O)C>C(O)C.[Fe]>[NH2:20][C:13]1[CH:12]=[C:11]([CH:16]=[CH:15][C:14]=1[NH2:17])[C:10]([NH:9][C:6]1[CH:5]=[CH:4][C:3]([C:1]#[N:2])=[CH:8][N:7]=1)=[O:23]. Reported procedure: Prepared analogously to example 91a from N-(5-cyano-pyridin-2-yl)-3,4-dinitro-benzamide, iron powder and glacial acetic acid in ethanol.